Dataset: the Open Reaction Database (ORD), a public repository of structured organic reaction records. Task: describe an organic reaction: reactants, conditions, products, and yield Starting materials: COC[C@H]1[C@@]([C@H]1/C=C/C(=C/C(=O)OCC)/C)(C1=CC=2C(CCC(C2C=C1)(C)C)(C)C)C (Ethyl (+)-(1S, 2R, 3R)-5-[3-methoxymethyl-2-methyl-2-(5,5,8,8-tetramethyl-5,6,7,8-tetrahydro-naphthalen-2-yl)-cyclopropyl]-3-methyl-penta-2E,4E-dienoate), COC[C@H]1[C@@]([C@@H]1C=O)(C1=CC=2C(CCC(C2C=C1)(C)C)(C)C)C ((−)-(1R, 2S, 3R)-3-Methoxymethyl-2-methyl-2-(5,5,8,8-tetramethyl-5,6,7,8-tetrahydro-naphthalen-2-yl)-cyclopropanecarbaldehyde). Product: COC[C@H]1[C@]([C@@H]1/C=C/C(=C/C(=O)OCC)/C)(C1=CC=2C(CCC(C2C=C1)(C)C)(C)C)C (Ethyl (−)-(1R, 2S, 3R)-5-[3-methoxymethyl-2-methyl-2-(5,5,8,8-tetramethyl-5,6,7,8-tetrahydro-naphthalen-2-yl)-cyclopropyl]-3-methyl-penta-2E,4E-dienoate). Yield: 75.0%. RXN SMILES: [CH3:1][O:2][CH2:3][C@@H:4]1[C@H:6](/[CH:7]=[CH:8]/[C:9](/[CH3:16])=[CH:10]/[C:11]([O:13][CH2:14][CH3:15])=[O:12])[C@@:5]1([CH3:31])[C:17]1[CH:26]=[CH:25][C:24]2[C:23]([CH3:28])([CH3:27])[CH2:22][CH2:21][C:20]([CH3:30])([CH3:29])[C:19]=2[CH:18]=1.COC[C@@H]1[C@@H](C=O)[C@@]1(C)C1C=CC2C(C)(C)CCC(C)(C)C=2C=1>>[CH3:1][O:2][CH2:3][C@@H:4]1[C@@H:6](/[CH:7]=[CH:8]/[C:9](/[CH3:16])=[CH:10]/[C:11]([O:13][CH2:14][CH3:15])=[O:12])[C@:5]1([CH3:31])[C:17]1[CH:26]=[CH:25][C:24]2[C:23]([CH3:28])([CH3:27])[CH2:22][CH2:21][C:20]([CH3:30])([CH3:29])[C:19]=2[CH:18]=1. Procedure details: Following a procedure similar to that for the preparation of Compound 16a but using Intermediate 15a as the starting material afforded the title compound (34 mg, 75% yield) as a white solid: Starting materials: C(#N)C1=C(C=C(COC2=CC=3C=C4N(C3C=C2)CCC4CC(=O)O)C=C1)C(F)(F)F (2-(7-(4-cyano-3-(trifluoromethyl)benzyloxy)-2,3-dihydro-1H-pyrrolo[1,2-a]indol-1-yl)acetic acid), [Li+].[OH-] (LiOH), Cl (HCl). Run in O1CCOCC1 (dioxane). Conditions: temperature 50 celsius, time 48 hour. Yields the product C(N)(=O)C1=C(C=C(COC2=CC=3C=C4N(C3C=C2)CCC4CC(=O)O)C=C1)C(F)(F)F (2-(7-(4-Carbamoyl-3-(trifluoromethyl)benzyloxy)-2,3-dihydro-1H-pyrrolo[1,2-a]indol-1-yl)acetic Acid). As a reaction SMILES: [C:1]([C:3]1[CH:26]=[CH:25][C:6]([CH2:7][O:8][C:9]2[CH:17]=[CH:16][C:15]3[N:14]4[CH2:18][CH2:19][CH:20]([CH2:21][C:22]([OH:24])=[O:23])[C:13]4=[CH:12][C:11]=3[CH:10]=2)=[CH:5][C:4]=1[C:27]([F:30])([F:29])[F:28])#[N:2].[Li+].[OH-:32].Cl>O1CCOCC1>[C:1]([C:3]1[CH:26]=[CH:25][C:6]([CH2:7][O:8][C:9]2[CH:17]=[CH:16][C:15]3[N:14]4[CH2:18][CH2:19][CH:20]([CH2:21][C:22]([OH:24])=[O:23])[C:13]4=[CH:12][C:11]=3[CH:10]=2)=[CH:5][C:4]=1[C:27]([F:29])([F:30])[F:28])(=[O:32])[NH2:2] |f:1.2|. Procedure: To a solution of 2-(7-(4-cyano-3-(trifluoromethyl)benzyloxy)-2,3-dihydro-1H-pyrrolo[1,2-a]indol-1-yl)acetic acid (15.0 mg, 0.036 mmol) in dioxane (1 mL) was added 1 M LiOH (aq) (3.0 mL). The reaction was stirred at 50° C. for 48 h. 1 M HCl (aq) was added until pH=3. The mixture was extracted with EtOAc. The organic extract was dried over MgSO4 and purified by preparative HPLC/MS to give the title compound as a solid (3.1 mg). LCMS m/z=433.4 [M+H]+; 1H NMR (400 MHz, DMSO-d6) δ ppm 2.14-2.27 (m, 1...